This data is from the Open Reaction Database (ORD), a public repository of structured organic reaction records. The task is: describe an organic reaction: reactants, conditions, products, and yield Starting materials: O=C([O-])[O-], CC#N, CC(C)(C)OC(=O)n1c(-c2cc(O)c(Cl)c3c2C(=O)NC3)cc2cc(CN3CCCCC3)ccc21, Cl, [Cs+], [Cs+], O, ClCc1cccnc1. The product is CC(C)(C)OC(=O)n1c(-c2cc(OCc3cccnc3)c(Cl)c3c2C(=O)NC3)cc2cc(CN3CCCCC3)ccc21. Reaction SMILES: [C:36](=[O:37])([O-:38])[O-:39].[CH3:52][C:53]#[N:54].[Cl:1][c:2]1[c:3]2[c:7]([c:8](-[c:12]3[n:13]([C:28](=[O:29])[O:30][C:31]([CH3:32])([CH3:33])[CH3:34])[c:14]4[cH:15][cH:16][c:17]([CH2:21][N:22]5[CH2:23][CH2:24][CH2:25][CH2:26][CH2:27]5)[cH:18][c:19]4[cH:20]3)[cH:9][c:10]1[OH:11])[C:6](=[O:35])[NH:5][CH2:4]2.[ClH:42].[Cs+:40].[Cs+:41].[OH2:51].[n:43]1[cH:44][c:45]([CH2:49][Cl:50])[cH:46][cH:47][cH:48]1>>[Cl:1][c:2]1[c:3]2[c:7]([c:8](-[c:12]3[n:13]([C:28](=[O:29])[O:30][C:31]([CH3:32])([CH3:33])[CH3:34])[c:14]4[cH:15][cH:16][c:17]([CH2:21][N:22]5[CH2:23][CH2:24][CH2:25][CH2:26][CH2:27]5)[cH:18][c:19]4[cH:20]3)[cH:9][c:10]1[O:11][CH2:49][c:45]1[cH:44][n:43][cH:48][cH:47][cH:46]1)[C:6](=[O:35])[NH:5][CH2:4]2. Product: O=CCc1cccnc1. Reaction SMILES: [CH2:15]([Al+:16][CH2:17][CH:18]([CH3:19])[CH3:20])[CH:21]([CH3:22])[CH3:23].[CH3:1][O:2][N:3]([C:4]([CH2:5][c:6]1[cH:7][n:8][cH:9][cH:10][cH:11]1)=[O:12])[CH3:13].[H-:14].[O:24]1[CH2:25][CH2:26][CH2:27][CH2:28]1>>[CH:4]([CH2:5][c:6]1[cH:7][n:8][cH:9][cH:10][cH:11]1)=[O:12]. Starting materials: CC(C)C[Al+]CC(C)C, CON(C)C(=O)Cc1cccnc1, [H-], C1CCOC1. Reactants: COC(=O)CCC(C)(c1ccc2c(C(F)(F)F)c(OC3CCC(C(F)(F)F)CC3)ccc2c1)[N+](=O)[O-], CC(CCC(=O)O)(c1ccc2cc(OC3CCC(C(F)(F)F)CC3)ccc2c1)[N+](=O)[O-]. The product is CC(CCC(=O)O)(c1ccc2c(C(F)(F)F)c(OC3CCC(C(F)(F)F)CC3)ccc2c1)[N+](=O)[O-]. As a reaction SMILES: [CH3:32][O:33][C:34]([CH2:35][CH2:36][C:37]([CH3:38])([c:39]1[cH:40][c:41]2[cH:42][cH:43][c:44]([O:53][CH:54]3[CH2:55][CH2:56][CH:57]([C:60]([F:61])([F:62])[F:63])[CH2:58][CH2:59]3)[c:45]([C:49]([F:50])([F:51])[F:52])[c:46]2[cH:47][cH:48]1)[N+:64](=[O:65])[O-:66])=[O:67].[N+:1]([C:2]([c:3]1[cH:4][cH:5][c:6]2[c:7]([cH:8][cH:9][c:10]([O:11][CH:12]3[CH2:13][CH2:14][CH:15]([C:16]([F:17])([F:18])[F:19])[CH2:20][CH2:21]3)[cH:22]2)[cH:23]1)([CH3:24])[CH2:25][CH2:26][C:27]([OH:28])=[O:29])([O-:30])=[O:31]>>[O:33]=[C:34]([CH2:35][CH2:36][C:37]([CH3:38])([c:39]1[cH:40][c:41]2[cH:42][cH:43][c:44]([O:53][CH:54]3[CH2:55][CH2:56][CH:57]([C:60]([F:61])([F:62])[F:63])[CH2:58][CH2:59]3)[c:45]([C:49]([F:50])([F:51])[F:52])[c:46]2[cH:47][cH:48]1)[N+:64](=[O:65])[O-:66])[OH:67]. Starting materials: N1=CC=CC=C1 (pyridine), C(C1=CC=CC=C1)OC(C(C(=O)OC1=C(C(=C(C(=C1Cl)Cl)Cl)Cl)Cl)C1=CC=CC=C1)=O (phenylmalonic acid pentachlorophenylester benzylester), CC1=C(N2[C@@H]([C@@H](C2=O)N)SC1)C(=O)O (7-ADCA), C(C)#N (acetonitrile). Solvent: O (water). Reaction conditions: temperature 0 celsius, time 4 hour. The product is C(C1=CC=CC=C1)OC(=O)C(C(=O)NC1[C@@H]2N(C(=C(CS2)C)C(=O)O)C1=O)C1=CC=CC=C1 (7-(α-benzyloxycarbonyl-phenylacetamido)-3-methyl-ceph-3-em-4-carboxylic acid). Isolated yield 75.0%. Reaction SMILES: N1C=CC=CC=1.[CH3:7][C:8]1[CH2:17][S:16][C@@H:11]2[C@H:12]([NH2:15])[C:13](=[O:14])[N:10]2[C:9]=1[C:18]([OH:20])=[O:19].C(#N)C.[CH2:24]([O:31][C:32](=[O:54])[CH:33]([C:48]1[CH:53]=[CH:52][CH:51]=[CH:50][CH:49]=1)[C:34](OC1C(Cl)=C(Cl)C(Cl)=C(Cl)C=1Cl)=[O:35])[C:25]1[CH:30]=[CH:29][CH:28]=[CH:27][CH:26]=1>O>[CH2:24]([O:31][C:32]([CH:33]([C:48]1[CH:53]=[CH:52][CH:51]=[CH:50][CH:49]=1)[C:34]([NH:15][CH:12]1[C:13](=[O:14])[N:10]2[C:9]([C:18]([OH:20])=[O:19])=[C:8]([CH3:7])[CH2:17][S:16][C@H:11]12)=[O:35])=[O:54])[C:25]1[CH:26]=[CH:27][CH:28]=[CH:29][CH:30]=1. Procedure details: 1.8 ml. of pyridine are added to a suspension of 2.17 g. (0.01 mole) of 7-ADCA in 40 ml. of acetonitrile and 2 ml. of water. The obtained solution is cooled to 0° C., 5.6 g. (0.01 mole) of phenylmalonic acid pentachlorophenylester benzylester are added, and the mixture is stirred for 4 hours. The acetonitrile is evaporated, the residue is taken up in 50 ml. of ethyl acetate, and the ethyl acetate solution is admixed with saturated sodium bi-carbonate solution. The aqueous phase is washed with et...